Task: describe an organic reaction: reactants, conditions, products, and yield. Dataset: the Open Reaction Database (ORD), a public repository of structured organic reaction records Starting materials: [N+](=[N-])=C (diazomethane), C(C1=CC=CC=C1)OC(=O)N[C@@H](CC1=CC=C(C=C1)OC(C)(C)C)C(=O)O (N-(benzyloxycarbonyl)-3-(4-tert.butoxyphenyl)-L-alanine), CCCCC(C(CC[C@H]1[C@@H](CC(=O)[C@@H]1CCCCCCC(=O)O)O)O)(F)F.C1CCC(CC1)NC2CCCCC2 (dicyclohexylammonium salt), ClC(=O)OCC(C)C (isobutyl chloroformate). The product is C(C)(C)(C)OC1=CC=C(C=C1)C[C@@H](C(C=[N+]=[N-])=O)NC(OCC1=CC=CC=C1)=O (benzyl [2-(4-tert.butoxyphenyl)-1(S)-(2-diazoacetyl)ethyl]carbamate). RXN SMILES: [CH2:1]([O:8][C:9]([NH:11][C@H:12]([C:25](O)=[O:26])[CH2:13][C:14]1[CH:19]=[CH:18][C:17]([O:20][C:21]([CH3:24])([CH3:23])[CH3:22])=[CH:16][CH:15]=1)=[O:10])[C:2]1[CH:7]=[CH:6][CH:5]=[CH:4][CH:3]=1.CCCCC(F)(F)C(O)CC[C@@H]1[C@@H](CCCCCCC(O)=O)C(=O)C[C@H]1O.C1CCC(NC2CCCCC2)CC1.ClC(OCC(C)C)=O.[N+:76](=[CH2:78])=[N-:77]>>[C:21]([O:20][C:17]1[CH:16]=[CH:15][C:14]([CH2:13][C@H:12]([NH:11][C:9](=[O:10])[O:8][CH2:1][C:2]2[CH:7]=[CH:6][CH:5]=[CH:4][CH:3]=2)[C:25](=[O:26])[CH:78]=[N+:76]=[N-:77])=[CH:19][CH:18]=1)([CH3:22])([CH3:23])[CH3:24] |f:1.2|. Procedure details: In a manner analogous to that described in Example 19(i), N-(benzyloxycarbonyl)-3-(4-tert.butoxyphenyl)-L-alanine (prepared from 7.45 g of the dicyclohexylammonium salt) was treated with isobutyl chloroformate followed by reaction with diazomethane to give 3.58 g of benzyl [2-(4-tert.butoxyphenyl)-1(S)-(2-diazoacetyl)ethyl]carbamate as a yellow solid of melting point 80°-82° C. Reactants: CC1(CCCCOCc2ccccc2)CCCCC12OCCO2, CC(C)=O, O, O=S(=O)(O)O. Yields the product CC1(CCCCOCc2ccccc2)CCCCC1=O. RXN SMILES: [CH2:1]([c:2]1[cH:3][cH:4][cH:5][cH:6][cH:7]1)[O:8][CH2:9][CH2:10][CH2:11][CH2:12][C:13]1([CH3:23])[C:14]2([CH2:15][CH2:16][CH2:17][CH2:18]1)[O:19][CH2:22][CH2:21][O:20]2.[CH3:24][C:25](=[O:26])[CH3:27].[OH2:33].[S:28](=[O:29])(=[O:30])([OH:31])[OH:32]>>[CH2:1]([c:2]1[cH:3][cH:4][cH:5][cH:6][cH:7]1)[O:8][CH2:9][CH2:10][CH2:11][CH2:12][C:13]1([CH3:23])[C:14](=[O:19])[CH2:15][CH2:16][CH2:17][CH2:18]1. Starting materials: CCOc1ccc(-c2nc(-c3cccc(C4CO4)n3)cs2)cc1OCC, CNC, CO. Yields the product CCOc1ccc(-c2nc(-c3cccc(C(O)CN(C)C)n3)cs2)cc1OCC. RXN SMILES: [CH2:4]([CH3:5])[O:6][c:7]1[cH:8][c:9](-[c:16]2[s:17][cH:18][c:19](-[c:21]3[n:22][c:23]([CH:27]4[O:28][CH2:29]4)[cH:24][cH:25][cH:26]3)[n:20]2)[cH:10][cH:11][c:12]1[O:13][CH2:14][CH3:15].[CH3:1][NH:2][CH3:3].[CH3:30][OH:31]>>[CH3:1][N:2]([CH3:3])[CH2:29][CH:27]([c:23]1[n:22][c:21](-[c:19]2[cH:18][s:17][c:16](-[c:9]3[cH:8][c:7]([O:6][CH2:4][CH3:5])[c:12]([O:13][CH2:14][CH3:15])[cH:11][cH:10]3)[n:20]2)[cH:26][cH:25][cH:24]1)[OH:28].